This data is from the Open Reaction Database (ORD), a public repository of structured organic reaction records. The task is: describe an organic reaction: reactants, conditions, products, and yield Starting materials: CC1=NNC=C1 (3-methylpyrazole), COC(C1=C(C(=C(C=C1)F)C)C(F)(F)F)=O (methyl 4-fluoro-2-trifluoromethylbenzoic acid methyl ester), [H-].[Na+] (Sodium hydride). Solvent: CN(C=O)C (dimethylformamide), CN(C=O)C (dimethylformamide), CCCCCC (hexane). The product is COC(C1=C(C=C(C=C1)N1N=C(C=C1)C)C(F)(F)F)=O (4-(3-Methyl-1H-pyrazol-1-yl)-2-(trifluoromethyl)-benzoic acid methyl ester). Isolated yield 59.7%. As a reaction SMILES: [H-].[Na+].[CH3:3][C:4]1[CH:8]=[CH:7][NH:6][N:5]=1.[CH3:9][O:10][C:11](=[O:24])[C:12]1[CH:17]=[CH:16][C:15](F)=[C:14](C)[C:13]=1[C:20]([F:23])([F:22])[F:21]>CCCCCC.CN(C)C=O>[CH3:9][O:10][C:11](=[O:24])[C:12]1[CH:17]=[CH:16][C:15]([N:6]2[CH:7]=[CH:8][C:4]([CH3:3])=[N:5]2)=[CH:14][C:13]=1[C:20]([F:21])([F:23])[F:22] |f:0.1|. Reported procedure: Sodium hydride (60% suspension in oil, 3.85 g, 96.3 mmol) was washed with hexane, dried under nitrogen and resuspended in dry dimethylformamide (150 mL). A solution of 3-methylpyrazole (7.75 mL, 96.3 mmol) in dimethylformamide (50 mL) was added dropwise at ambient temperature. Stirring was continued until the gas evolution subsided, and then a solution of methyl 4-fluoro-2-trifluoromethylbenzoic acid methyl ester of Step A (17.8 g, 80.1 mmol) in dimethylformamide (50 mL) was added dropwise to th... The reactants are ClCCl, CCN(C(C)C)C(C)C, O=C(Cl)Oc1ccc(F)cc1, NCc1ccc(-c2ccccc2)cc1. The product is O=C(NCc1ccc(-c2ccccc2)cc1)Oc1ccc(F)cc1. Reaction SMILES: [CH2:35]([Cl:36])[Cl:37].[CH:12]([N:13]([CH2:14][CH3:15])[CH:16]([CH3:17])[CH3:18])([CH3:19])[CH3:20].[Cl:1][C:2](=[O:3])[O:4][c:5]1[cH:6][cH:7][c:8]([F:11])[cH:9][cH:10]1.[c:21]1(-[c:27]2[cH:28][cH:29][c:30]([CH2:31][NH2:32])[cH:33][cH:34]2)[cH:22][cH:23][cH:24][cH:25][cH:26]1>>[C:2](=[O:3])([O:4][c:5]1[cH:6][cH:7][c:8]([F:11])[cH:9][cH:10]1)[NH:32][CH2:31][c:30]1[cH:29][cH:28][c:27](-[c:21]2[cH:22][cH:23][cH:24][cH:25][cH:26]2)[cH:34][cH:33]1. Starting materials: ClC1=C(C=C(C=C1)C([C@H]1CN(CC1)C(=O)OC(C)(C)C)O)F ((3R)-tert-Butyl 3-((4-chloro-3-fluorophenyl)(hydroxy)methyl)pyrrolidine-1-carboxylate), N(=NC(=O)OC(C)C)C(=O)OC(C)C (Diisopropyl azodicarboxylate), CSC1=NC=CC(=N1)C1=CC(NC=C1)=O (4-(2-(methylthio)pyrimidin-4-yl)pyridin-2(1H)-one), C1(=CC=CC=C1)P(C1=CC=CC=C1)C1=CC=CC=C1 (triphenylphosphine). Solvent: C(Cl)Cl (DCM). Run at temperature 0 celsius, time 5 minute. Yields the product ClC1=C(C=C(C=C1)[C@@H]([C@H]1CN(CC1)C(=O)OC(C)(C)C)N1C(C=C(C=C1)C1=NC(=NC=C1)SC)=O)F ((R)-tert-butyl 3-((R)-(4-chloro-3-fluorophenyl)(4-(2-(methylthio)pyrimidin-4-yl)-2-oxopyridin-1(2H)-yl)methyl)pyrrolidine-1-carboxylate), ClC1=C(C=C(C=C1)[C@H]([C@H]1CN(CC1)C(=O)OC(C)(C)C)N1C(C=C(C=C1)C1=NC(=NC=C1)SC)=O)F ((R)-tert-butyl 3-((5)-(4-chloro-3-fluorophenyl)(4-(2-(methylthio)pyrimidin-4-yl)-2-oxopyridin-1(2H)-yl)methyl)pyrrolidine-1-carboxylate). Reaction SMILES: [Cl:1][C:2]1[CH:7]=[CH:6][C:5]([CH:8](O)[C@@H:9]2[CH2:13][CH2:12][N:11]([C:14]([O:16][C:17]([CH3:20])([CH3:19])[CH3:18])=[O:15])[CH2:10]2)=[CH:4][C:3]=1[F:22].C1(P(C2C=CC=CC=2)C2C=CC=CC=2)C=CC=CC=1.N(C(OC(C)C)=O)=NC(OC(C)C)=O.[CH3:56][S:57][C:58]1[N:63]=[C:62]([C:64]2[CH:69]=[CH:68][NH:67][C:66](=[O:70])[CH:65]=2)[CH:61]=[CH:60][N:59]=1>C(Cl)Cl>[Cl:1][C:2]1[CH:7]=[CH:6][C:5]([C@H:8]([N:67]2[CH:68]=[CH:69][C:64]([C:62]3[CH:61]=[CH:60][N:59]=[C:58]([S:57][CH3:56])[N:63]=3)=[CH:65][C:66]2=[O:70])[C@@H:9]2[CH2:13][CH2:12][N:11]([C:14]([O:16][C:17]([CH3:20])([CH3:19])[CH3:18])=[O:15])[CH2:10]2)=[CH:4][C:3]=1[F:22].[Cl:1][C:2]1[CH:7]=[CH:6][C:5]([C@@H:8]([N:67]2[CH:68]=[CH:69][C:64]([C:62]3[CH:61]=[CH:60][N:59]=[C:58]([S:57][CH3:56])[N:63]=3)=[CH:65][C:66]2=[O:70])[C@@H:9]2[CH2:13][CH2:12][N:11]([C:14]([O:16][C:17]([CH3:20])([CH3:19])[CH3:18])=[O:15])[CH2:10]2)=[CH:4][C:3]=1[F:22]. Procedure details: (3R)-tert-Butyl 3-((4-chloro-3-fluorophenyl)(hydroxy)methyl)pyrrolidine-1-carboxylate (640 mg, 1.943 mmol) was dissolved in DCM (4.9 mL, 0.2M) under nitrogen, treated with triphenylphosphine (637.0 mg, 2.429 mmol) and cooled to 0° C. Diisopropyl azodicarboxylate (478.2 μL, 2.429 mmol) was added by syringe. After 5 minutes, the mixture was warmed to room temperature and stirred for 10 minutes prior to being treated with 4-(2-(methylthio)pyrimidin-4-yl)pyridin-2(1H)-one (213 mg, 0.9714 mmol). The ... The reactants are CC(C)(C)OC(=O)N1CCCC1C=O, CCOP(=O)(C=[N+]=[N-])OCC, CC(C)(C)[O-], CCOCC, [K+]. Yields the product C#CC1CCCN1C(=O)OC(C)(C)C. Reaction SMILES: [C:1](=[O:2])([O:3][C:4]([CH3:5])([CH3:6])[CH3:7])[N:8]1[CH:9]([CH:13]=[O:14])[CH2:10][CH2:11][CH2:12]1.[CH2:21]([O:22][P:23]([CH:24]=[N+:25]=[N-:26])(=[O:27])[O:28][CH2:29][CH3:30])[CH3:31].[CH3:15][C:16]([CH3:17])([O-:18])[CH3:19].[CH3:32][CH2:33][O:34][CH2:35][CH3:36].[K+:20]>>[C:1](=[O:2])([O:3][C:4]([CH3:5])([CH3:6])[CH3:7])[N:8]1[CH:9]([C:13]#[CH:15])[CH2:10][CH2:11][CH2:12]1. RXN SMILES: [C:1]([O:4][C:5]1[C:10]2[CH:11]=[CH:12][CH:13]=[CH:14][C:9]=2[S:8](=[O:16])(=[O:15])[N:7]([CH3:17])[C:6]=1[C:18]1N=N[N:21]([C:23](=[O:25])[CH3:24])[N:22]=1)(=[O:3])[CH3:2]>C1(C)C=CC=CC=1>[C:1]([O:4][C:5]1[C:10]2[CH:11]=[CH:12][CH:13]=[CH:14][C:9]=2[S:8](=[O:16])(=[O:15])[N:7]([CH3:17])[C:6]=1[C:18]1[O:25][C:23]([CH3:24])=[N:21][N:22]=1)(=[O:3])[CH3:2]. Procedure details: A suspension of the product of (a) above (3.60 g), in toluene (40 ml) was refluxed for 2 hours, and the resulting solution concentrated to half volume and cooled to room temperature to give crystals. Filtration followed by drying in vacuo afforded colorless crystals, 3.29 g, in 99.1% yield of product (b). The product is C(C)(=O)OC1=C(N(S(C2=C1C=CC=C2)(=O)=O)C)C2=NN=C(O2)C (4-Acetoxy-2-methyl-3-(2-methyl-1,3,4-oxadiazol-5-yl)-1,2-benzothiazine 1,1-dioxide). Isolated yield 99.1%. The reactants are C(C)(=O)OC1=C(N(S(C2=C1C=CC=C2)(=O)=O)C)C=2N=NN(N2)C(C)=O (4-Acetoxy-2-methyl-3-(2-acetyltetrazol-5-yl)-1,2-benzothiazine 1,1-dioxide). Run in C1(=CC=CC=C1)C (toluene). Reactants: O=C(C(C(=O)OC)C1C(C2=CC=C(C=C2CC1)OC)C#N)CC1=CC=CC=C1 (Methyl 3-oxo-4-phenyl-2-(1-cyano-6-methoxy-1,2,3,4-tetrahydronaphth-2-yl)-butyrate), Cl (hydrochloric acid), [OH-].[Li+] (lithium hydroxide), solution. The solvent is CO (methanol). Run at time 8 hour. Product: 2.76, C(#N)C1C(CCC2=CC(=CC=C12)OC)CC(CC1=CC=CC=C1)=O (1-Cyano-6-methoxy-2-(2-oxo-3-phenylpropyl)-1,2,3,4-tetrahydronaphthalene). The yield is 70.0%. RXN SMILES: [O:1]=[C:2]([CH2:22][C:23]1[CH:28]=[CH:27][CH:26]=[CH:25][CH:24]=1)[CH:3]([CH:8]1[CH2:17][CH2:16][C:15]2[C:10](=[CH:11][CH:12]=[C:13]([O:18][CH3:19])[CH:14]=2)[CH:9]1[C:20]#[N:21])C(OC)=O.[OH-].[Li+].Cl>CO>[C:20]([CH:9]1[C:10]2[C:15](=[CH:14][C:13]([O:18][CH3:19])=[CH:12][CH:11]=2)[CH2:16][CH2:17][CH:8]1[CH2:3][C:2](=[O:1])[CH2:22][C:23]1[CH:24]=[CH:25][CH:26]=[CH:27][CH:28]=1)#[N:21] |f:1.2|. Reported procedure: Methyl 3-oxo-4-phenyl-2-(1-cyano-6-methoxy-1,2,3,4-tetrahydronaphth-2-yl)-butyrate (4.63 g, 12 mmol), from Step 1, was dissolved in 100 mL of methanol and lithium hydroxide (77 mL of a 1.0M solution) was added. The reaction mixture was stirred overnight at ambient temperature and then acidified with 1N aqueous hydrochloric acid solution and extracted with diethyl ether. The ether extract was washed with brine, dried over anhydrous magnesium sulfate, filtered and concentrated under reduced pressu... Starting materials: solution, N (ammonia), COC=1C=C(C#N)C=C(C1)OC (3,5-dimethoxybenzonitrile). The solvent is CO (Methanol), C(C)O (ethanol). Reaction conditions: time 8 hour. Product: COC=1C=C(C(=N)N)C=C(C1)OC (3,5-Dimethoxy-benzamidine). As a reaction SMILES: [CH3:1][O:2][C:3]1[CH:4]=[C:5]([CH:8]=[C:9]([O:11][CH3:12])[CH:10]=1)[C:6]#[N:7].[NH3:13]>C(O)C.CO>[CH3:12][O:11][C:9]1[CH:8]=[C:5]([CH:4]=[C:3]([O:2][CH3:1])[CH:10]=1)[C:6]([NH2:13])=[NH:7]. Reported procedure: Dry HCl gas was bubbled through a cooled (−15° C.) solution of 3,5-dimethoxybenzonitrile (1.50 g, 9.20 mmol) for 30 minutes. The reaction mixture was placed in a refrigerator overnight. After evaporation of the solvent, a white solid was obtained which was dissolved in ethanol. 9.2 ml of a 2molar solution of ammonia in Methanol was added and the reaction mixture was stirred at room temperature overnight. After evaporation of the solvent, the title compound, MS: m/e=181.2 (M+H+), (1.21 g, 71%) wa... Reactants: CCCS(=O)(=O)Cl, CC1CCC(N(C(=O)Nc2ncc(Cl)s2)C2CCNCC2)CC1. The product is CCCS(=O)(=O)N1CCC(N(C(=O)Nc2ncc(Cl)s2)C2CCC(C)CC2)CC1. Reaction SMILES: [CH2:24]([CH2:25][CH3:26])[S:27](=[O:28])(=[O:29])[Cl:30].[Cl:1][c:2]1[cH:3][n:4][c:5]([NH:7][C:8]([N:9]([CH:10]2[CH2:11][CH2:12][NH:13][CH2:14][CH2:15]2)[CH:16]2[CH2:17][CH2:18][CH:19]([CH3:22])[CH2:20][CH2:21]2)=[O:23])[s:6]1>>[Cl:1][c:2]1[cH:3][n:4][c:5]([NH:7][C:8]([N:9]([CH:10]2[CH2:11][CH2:12][N:13]([S:27]([CH2:24][CH2:25][CH3:26])(=[O:28])=[O:29])[CH2:14][CH2:15]2)[CH:16]2[CH2:17][CH2:18][CH:19]([CH3:22])[CH2:20][CH2:21]2)=[O:23])[s:6]1. RXN SMILES: [Br:23][CH2:24][C:25](=[O:26])[O:27][CH2:28][CH3:29].[C:32](=[O:33])([O-:34])[O-:35].[CH3:38][C:39](=[O:40])[CH2:41][CH3:42].[I-:31].[K+:30].[K+:36].[K+:37].[O:1]1[CH:2]([CH2:7][N:8]2[c:9]3[c:10]([cH:19][cH:20][cH:21][cH:22]3)[CH2:11][CH2:12][c:13]3[c:14]2[cH:15][cH:16][cH:17][cH:18]3)[CH2:3][NH:4][CH2:5][CH2:6]1>>[O:1]1[CH:2]([CH2:7][N:8]2[c:9]3[c:10]([cH:19][cH:20][cH:21][cH:22]3)[CH2:11][CH2:12][c:13]3[c:14]2[cH:15][cH:16][cH:17][cH:18]3)[CH2:3][N:4]([CH2:24][C:25](=[O:26])[O:27][CH2:28][CH3:29])[CH2:5][CH2:6]1. The product is CCOC(=O)CN1CCOC(CN2c3ccccc3CCc3ccccc32)C1. Starting materials: CCOC(=O)CBr, O=C([O-])[O-], CCC(C)=O, [I-], [K+], [K+], [K+], c1ccc2c(c1)CCc1ccccc1N2CC1CNCCO1.